From a dataset of the Open Reaction Database (ORD), a public repository of structured organic reaction records. describe an organic reaction: reactants, conditions, products, and yield Reactants: C(C)(C)(C)OC(=O)N1CCC(CC1)CCC(O)C1=CC=CC=C1 (1-t-butoxycarbonyl-4-(3-phenyl-3-hydroxypropyl)piperidine), FC(C(=O)O)(F)F (trifluoroacetic acid), C(=O)(O)[O-].[Na+] (NaHCO3). Run in C(Cl)Cl (CH2Cl2). Yield: 117.4%. Run at time 2 hour. Procedure: To a solution of 1.48 g (4.66 mmol) of 1-t-butoxycarbonyl-4-(3-phenyl-3-hydroxypropyl)piperidine in 8 mL of CH2Cl2 at rt was added 2 mL of trifluoroacetic acid. After stirring for 2 h at rt, the reaction mixture was poured into 100 mL of sat'd NaHCO3 solution and extracted with CH2Cl2. The combined organic fractions were dried over MgSO4, filtered and the filtrate was concentrated to give 1.2 g of the title compound. The product is C1(=CC=CC=C1)C(CCC1CCNCC1)O (4-(3-Phenyl-3-hydroxypropyl)piperidine). Reaction SMILES: C(OC([N:8]1[CH2:13][CH2:12][CH:11]([CH2:14][CH2:15][CH:16]([C:18]2[CH:23]=[CH:22][CH:21]=[CH:20][CH:19]=2)[OH:17])[CH2:10][CH2:9]1)=O)(C)(C)C.FC(F)(F)C(O)=O.C([O-])(O)=O.[Na+]>C(Cl)Cl>[C:18]1([CH:16]([OH:17])[CH2:15][CH2:14][CH:11]2[CH2:10][CH2:9][NH:8][CH2:13][CH2:12]2)[CH:19]=[CH:20][CH:21]=[CH:22][CH:23]=1 |f:2.3|.